Dataset: the Open Reaction Database (ORD), a public repository of structured organic reaction records. Task: describe an organic reaction: reactants, conditions, products, and yield Reactants: CCO, CCOC(=O)c1cnn(Cc2nc(-c3cccc(OCC4CC4)c3)cs2)c1, [Na+], [OH-], O. The product is O=C(O)c1cnn(Cc2nc(-c3cccc(OCC4CC4)c3)cs2)c1. Reaction SMILES: [CH3:31][CH2:32][OH:33].[CH:1]1([CH2:4][O:5][c:6]2[cH:7][c:8](-[c:12]3[n:13][c:14]([CH2:17][n:18]4[n:19][cH:20][c:21]([C:23](=[O:24])[O:25][CH2:26][CH3:27])[cH:22]4)[s:15][cH:16]3)[cH:9][cH:10][cH:11]2)[CH2:2][CH2:3]1.[Na+:29].[OH-:28].[OH2:30]>>[CH:1]1([CH2:4][O:5][c:6]2[cH:7][c:8](-[c:12]3[n:13][c:14]([CH2:17][n:18]4[n:19][cH:20][c:21]([C:23](=[O:24])[OH:25])[cH:22]4)[s:15][cH:16]3)[cH:9][cH:10][cH:11]2)[CH2:2][CH2:3]1. Run in O.CO (water methanol). Procedure: 2-Methyl-3-hydroxy-4-chloromethyl-5-vinylpyridine (20 g.) is suspended in water/methanol (100:25 v/v) and treated with disodium trithiocarbonate (33%) (45 g.). The mixture is stirred at b 50° C. for 4 hours under nitrogen and adjusted to pH 6.2-6.5 with dilute acid. The precipitate is recrystallized from DMF/water to give sodium (2-methyl-3-hydroxy-5-vinyl-4-pyridinyl)methyl trithiocarbonate. Product: C(SCC1=C(C(=NC=C1C=C)C)O)([S-])=S.[Na+] (sodium (2-methyl-3-hydroxy-5-vinyl-4-pyridinyl)methyl trithiocarbonate). Reaction SMILES: [CH3:1][C:2]1[C:7]([OH:8])=[C:6]([CH2:9]Cl)[C:5]([CH:11]=[CH2:12])=[CH:4][N:3]=1.[C:13](=[S:16])([S-:15])[S-:14].[Na+:17].[Na+]>O.CO>[C:13](=[S:14])([S-:16])[S:15][CH2:9][C:6]1[C:5]([CH:11]=[CH2:12])=[CH:4][N:3]=[C:2]([CH3:1])[C:7]=1[OH:8].[Na+:17] |f:1.2.3,4.5,6.7|. Conditions: temperature 50 celsius, time 4 hour. Reactants: CC1=NC=C(C(=C1O)CCl)C=C (2-Methyl-3-hydroxy-4-chloromethyl-5-vinylpyridine), C([S-])([S-])=S.[Na+].[Na+] (disodium trithiocarbonate). Starting materials: Cl.C(C)N(C(C)=O)CC1CCNCC1 (N-ethyl-N-[(4-piperidinyl)methyl]acetamide hydrochloride), ClC1=NC(=NC=C1)C(F)(F)F (4-chloro-2-trifluoromethylpyrimidine), C([O-])([O-])=O.[Na+].[Na+] (sodium carbonate). The solvent is CN(C)C=O (DMF). Run at time 18 hour. Yields the product C(C)N(C(C)=O)CC1CCN(CC1)C1=NC(=NC=C1)C(F)(F)F (N-Ethyl-N-[[1-[2-(trifluoromethyl)-4-pyrimidinyl]-4-piperidinyl]methyl]-acetamide). Isolated yield 65.7%. As a reaction SMILES: Cl.[CH2:2]([N:4]([CH2:8][CH:9]1[CH2:14][CH2:13][NH:12][CH2:11][CH2:10]1)[C:5](=[O:7])[CH3:6])[CH3:3].Cl[C:16]1[CH:21]=[CH:20][N:19]=[C:18]([C:22]([F:25])([F:24])[F:23])[N:17]=1.C(=O)([O-])[O-].[Na+].[Na+]>CN(C=O)C>[CH2:2]([N:4]([CH2:8][CH:9]1[CH2:14][CH2:13][N:12]([C:16]2[CH:21]=[CH:20][N:19]=[C:18]([C:22]([F:25])([F:24])[F:23])[N:17]=2)[CH2:11][CH2:10]1)[C:5](=[O:7])[CH3:6])[CH3:3] |f:0.1,3.4.5|. Procedure: A mixture of N-ethyl-N-[(4-piperidinyl)methyl]acetamide hydrochloride (Example 4; 2.14 g, 10 Mole), 4-chloro-2-trifluoromethylpyrimidine (1.83 g, 10 mmole), and sodium carbonate (2.65 g, 25 mmole) in DMF (30 ml) was stirred for 18 hrs at room temperature. The mixture was concentrated in vacuo. The residue was dissolved in methylene chloride (50 ml), filtered, and the filtrate was concentrated in vacuo. The residue was chromatographed on silica gel using ethyl acetate as the eluent to give formul... Starting materials: CCN(C(C)C)C(C)C, CC(C)(C)CC1NC(C(=O)O)C(c2cccc(Cl)c2F)C1(C#N)c1ccc(Cl)cc1F, ClCCl, COC(=O)CCc1ccc(N)cc1, O=P(Cl)(c1ccccc1)c1ccccc1. Yields the product COC(=O)CCc1ccc(NC(=O)C2NC(CC(C)(C)C)C(C#N)(c3ccc(Cl)cc3F)C2c2cccc(Cl)c2F)cc1. RXN SMILES: [CH:32]([N:33]([CH2:34][CH3:35])[CH:36]([CH3:37])[CH3:38])([CH3:39])[CH3:40].[Cl:1][c:2]1[c:3]([F:31])[c:4]([CH:8]2[CH:9]([C:28](=[O:29])[OH:30])[NH:10][CH:11]([CH2:23][C:24]([CH3:25])([CH3:26])[CH3:27])[C:12]2([C:13]#[N:14])[c:15]2[c:16]([F:22])[cH:17][c:18]([Cl:21])[cH:19][cH:20]2)[cH:5][cH:6][cH:7]1.[Cl:69][CH2:70][Cl:71].[NH2:56][c:57]1[cH:58][cH:59][c:60]([CH2:63][CH2:64][C:65](=[O:66])[O:67][CH3:68])[cH:61][cH:62]1.[c:41]1([P:42]([Cl:43])([c:44]2[cH:45][cH:46][cH:47][cH:48][cH:49]2)=[O:50])[cH:51][cH:52][cH:53][cH:54][cH:55]1>>[Cl:1][c:2]1[c:3]([F:31])[c:4]([CH:8]2[CH:9]([C:28](=[O:29])[NH:56][c:57]3[cH:58][cH:59][c:60]([CH2:63][CH2:64][C:65](=[O:66])[O:67][CH3:68])[cH:61][cH:62]3)[NH:10][CH:11]([CH2:23][C:24]([CH3:25])([CH3:26])[CH3:27])[C:12]2([C:13]#[N:14])[c:15]2[c:16]([F:22])[cH:17][c:18]([Cl:21])[cH:19][cH:20]2)[cH:5][cH:6][cH:7]1. Starting materials: N[C@H](CC1=CNC2=CC=CC=C12)C=1NC=C(N1)C1=CC=CC=C1 (2-{(1R)-1-amino-2-[indol-3-yl]ethyl}-4-phenyl-1H-imidazole), C1CC(=O)N(C1=O)OC(=O)ON2C(=O)CCC2=O (N,N′-disuccinimidylcarbonate). The solvent is C(C)#N (acetonitrile), C(C)#N (acetonitrile). Conditions: time 4 hour. Product: O=C1N(C(CC1)=O)OC(=O)N[C@H](CC1=CNC2=CC=CC=C12)C=1NC=C(N1)C1=CC=CC=C1 (2-{(1R)-1-[(2,5-Dioxo-1-pyrrolidinyloxy)carbonylamino]-2-[indol-3-yl]ethyl}-4-phenyl-1H-imidazole). Reaction SMILES: [NH2:1][C@@H:2]([C:13]1[NH:14][CH:15]=[C:16]([C:18]2[CH:23]=[CH:22][CH:21]=[CH:20][CH:19]=2)[N:17]=1)[CH2:3][C:4]1[C:12]2[C:7](=[CH:8][CH:9]=[CH:10][CH:11]=2)[NH:6][CH:5]=1.[CH2:24]1[C:29](=[O:30])[N:28]([O:31][C:32](ON2C(=O)CCC2=O)=[O:33])[C:26](=[O:27])[CH2:25]1>C(#N)C>[O:27]=[C:26]1[CH2:25][CH2:24][C:29](=[O:30])[N:28]1[O:31][C:32]([NH:1][C@@H:2]([C:13]1[NH:14][CH:15]=[C:16]([C:18]2[CH:23]=[CH:22][CH:21]=[CH:20][CH:19]=2)[N:17]=1)[CH2:3][C:4]1[C:12]2[C:7](=[CH:8][CH:9]=[CH:10][CH:11]=2)[NH:6][CH:5]=1)=[O:33]. Procedure: 302.4 mg (1 mmol) of 2-{(1R)-1-amino-2-[indol-3-yl]ethyl}-4-phenyl-1H-imidazole previously dissolved in 20 mL of anhydrous acetonitrile was added dropwise to a solution of N,N′-disuccinimidylcarbonate (528 mg, 2 mmol, DSC) in 20 mL of anhydrous acetonitrile during 1.5 hour. After a further 4 hours of stirring at room temperature, the solvent was evaporated in vacuo and the residue redissolved in 30 mL of chloroform. Excess DSC was then discarded and the organic layer washed with water (4×30 mL),... Starting materials: O (water), ClCC1=CC=C(C=C1)CNC(C)=O (N-(4-chloromethylphenylmethyl)acetamide), COC1=NC(=CC(=N1)N1CCNCC1)OC (1-(2,6-dimethoxypyrimidin-4-yl)piperazine), C([O-])([O-])=O.[K+].[K+] (potassium carbonate). Solvent: CN(C=O)C (dimethylformamide). Yields the product COC1=NC(=CC(=N1)N1CCN(CC1)CC1=CC=C(C=C1)CNC(C)=O)OC (N-(4-((4-(2,6-Dimethoxypyrimidin-4-yl)piperazin-1-yl)methyl)phenylmethyl)acetamide). Yield: 111.1%. Reaction SMILES: Cl[CH2:2][C:3]1[CH:8]=[CH:7][C:6]([CH2:9][NH:10][C:11](=[O:13])[CH3:12])=[CH:5][CH:4]=1.[CH3:14][O:15][C:16]1[N:21]=[C:20]([N:22]2[CH2:27][CH2:26][NH:25][CH2:24][CH2:23]2)[CH:19]=[C:18]([O:28][CH3:29])[N:17]=1.C(=O)([O-])[O-].[K+].[K+].O>CN(C)C=O>[CH3:14][O:15][C:16]1[N:21]=[C:20]([N:22]2[CH2:27][CH2:26][N:25]([CH2:2][C:3]3[CH:8]=[CH:7][C:6]([CH2:9][NH:10][C:11](=[O:13])[CH3:12])=[CH:5][CH:4]=3)[CH2:24][CH2:23]2)[CH:19]=[C:18]([O:28][CH3:29])[N:17]=1 |f:2.3.4|. Procedure details: A solution of N-(4-chloromethylphenylmethyl)acetamide (1.0 g), 1-(2,6-dimethoxypyrimidin-4-yl)piperazine (1.1 g) and potassium carbonate (1.0 g) in dimethylformamide (10 ml) was stirred at 80° C. for 2 hr. The reaction mixture was poured into water and extracted with ethyl acetate. The extract was washed with saturated brine and dried over anhydrous sodium sulfate. The solvent was evaporated to give a brown oil (2.1 g). The obtained brown oil was purified by silica gel column chromatography (dev... Yields the product O=C1NC(C(N1)C1=CC=C(C=C1)S(=O)(=O)N(C=1SC=CN1)COC)=O (4-(2,5-dioxo-imidazolidin-4-yl)-N-methoxymethyl-N-thiazol-2-yl-benzenesulfonamide). Conditions: temperature 135 celsius, time 10 minute. The reactants are C(C)(=O)C1=CC=C(C=C1)S(=O)(=O)N(C=1SC=CN1)COC (4-acetyl-N-methoxymethyl-N-thiazol-2-yl-benzenesulfonamide), [O-]C#N.[K+] (potassium cyanate), C([O-])([O-])=O.[NH4+].[NH4+] (ammonium carbonate). Procedure details: A mixture of 4-acetyl-N-methoxymethyl-N-thiazol-2-yl-benzenesulfonamide (0.45 mmol), potassium cyanate (1.53 mmol), and ammonium carbonate (4.5 mmol) in ethanol and water (5 mL, 1:1) was stirred at 135° C. in a microwave reactor for 10 min. The reaction mixture was quenched with 6N HCl aqueous solution. After neutralized with saturated NaHCO3, the mixture was extracted with ethyl acetate. The organic phase was washed with brine, dried over MgSO4, and concentrated in vacuo. The crude product was ... The solvent is C(C)O (ethanol), O (water). Isolated yield 44.4%. RXN SMILES: [C:1]([C:4]1[CH:9]=[CH:8][C:7]([S:10]([N:13]([CH2:19][O:20][CH3:21])[C:14]2[S:15][CH:16]=[CH:17][N:18]=2)(=[O:12])=[O:11])=[CH:6][CH:5]=1)(=O)C.[O-:22][C:23]#[N:24].[K+].[C:26](=[O:29])([O-])[O-].[NH4+:30].[NH4+]>C(O)C.O>[O:22]=[C:23]1[NH:30][CH:1]([C:4]2[CH:9]=[CH:8][C:7]([S:10]([N:13]([CH2:19][O:20][CH3:21])[C:14]3[S:15][CH:16]=[CH:17][N:18]=3)(=[O:12])=[O:11])=[CH:6][CH:5]=2)[C:26](=[O:29])[NH:24]1 |f:1.2,3.4.5|. Reactants: CSC=1NC(C(=CN1)C(=O)OCC)=O (Ethyl 1,6-dihydro-2-methylthio-6-oxo-5pyrimidinecarboxylate), CC1=C(N)C=C(C=C1)C (2,5-dimethylaniline). Run in C(C)O (ethanol). Run at time 17 hour. Yields the product O=C1C(=CN=C(N1)NC1=C(C=CC(=C1)C)C)C(=O)OCC (ethyl 1,6-dihydro-6-oxo-2-(2,5-dimethylanilino)-5-pyrimidinecarboxylate). Isolated yield 45.5%. As a reaction SMILES: CS[C:3]1[NH:4][C:5](=[O:14])[C:6]([C:9]([O:11][CH2:12][CH3:13])=[O:10])=[CH:7][N:8]=1.[CH3:15][C:16]1[CH:22]=[CH:21][C:20]([CH3:23])=[CH:19][C:17]=1[NH2:18]>C(O)C>[O:14]=[C:5]1[NH:4][C:3]([NH:18][C:17]2[CH:19]=[C:20]([CH3:23])[CH:21]=[CH:22][C:16]=2[CH3:15])=[N:8][CH:7]=[C:6]1[C:9]([O:11][CH2:12][CH3:13])=[O:10]. Reported procedure: Ethyl 1,6-dihydro-2-methylthio-6-oxo-5pyrimidinecarboxylate (10 g) and 2,5-dimethylaniline (8.5 g) are added to ethanol (150 ml), and the mixture is refluxed with stirring for 17 hours. After cooling, the precipitate is collected by filtration and recrystallized from DMF to give ethyl 1,6-dihydro-6-oxo-2-(2,5-dimethylanilino)-5-pyrimidinecarboxylate (6.1 g). M.p. 252°-254° C.